Dataset: the Open Reaction Database (ORD), a public repository of structured organic reaction records. Task: describe an organic reaction: reactants, conditions, products, and yield The reactants are CC1(C)OCC(=O)Nc2ccc(Br)cc21, N#Cc1cc(F)cc(B(O)O)c1. The product is CC1(C)OCC(=O)Nc2ccc(-c3cc(F)cc(C#N)c3)cc21. RXN SMILES: [Br:1][c:2]1[cH:3][cH:4][c:5]2[c:6]([cH:15]1)[C:7]([CH3:13])([CH3:14])[O:8][CH2:9][C:10](=[O:12])[NH:11]2.[C:16](#[N:17])[c:18]1[cH:19][c:20]([B:25]([OH:26])[OH:27])[cH:21][c:22]([F:24])[cH:23]1>>[c:2]1(-[c:20]2[cH:19][c:18]([C:16]#[N:17])[cH:23][c:22]([F:24])[cH:21]2)[cH:3][cH:4][c:5]2[c:6]([cH:15]1)[C:7]([CH3:13])([CH3:14])[O:8][CH2:9][C:10](=[O:12])[NH:11]2. Reactants: [Al+3], Cc1cccs1, [Cl-], [Cl-], [Cl-], ClCCl, COC(=O)C(=O)Cl. Product: COC(=O)C(=O)c1ccc(C)s1. RXN SMILES: [Al+3:4].[CH3:12][c:13]1[s:14][cH:15][cH:16][cH:17]1.[Cl-:1].[Cl-:2].[Cl-:3].[Cl:18][CH2:19][Cl:20].[Cl:5][C:6]([C:7](=[O:8])[O:9][CH3:10])=[O:11]>>[C:6]([C:7](=[O:8])[O:9][CH3:10])(=[O:11])[c:15]1[s:14][c:13]([CH3:12])[cH:17][cH:16]1.